Dataset: the Open Reaction Database (ORD), a public repository of structured organic reaction records. Task: describe an organic reaction: reactants, conditions, products, and yield Starting materials: [N+](=O)([O-])C1=CC=C(C=C1)OC(\C=C\C=C(C1=C(C=CC=C1)C(F)(F)F)C1=C(C=CC=C1)C(F)(F)F)=O ((E)-5,5-bis[2-(trifluoromethyl)phenyl]-2,4-pentadienoic acid 4-nitrophenyl ester), N1=CC(=CC=C1)CCCCN (3-pyridinebutanamine), crude product. Run in ClCCl (dichloromethane), O1CCCC1 (tetrahydrofuran). Yields the product FC(C1=C(C=CC=C1)C(=C/C=C/C(=O)NCCCCC=1C=NC=CC1)C1=C(C=CC=C1)C(F)(F)F)(F)F ((E)-5,5-bis[2-(trifluoromethyl)phenyl]-N-[4-(3-pyridinyl)butyl]-2,4-pentadienamide). Yield: 68.2%. RXN SMILES: [N+](C1C=CC(O[C:11](=[O:36])/[CH:12]=[CH:13]/[CH:14]=[C:15]([C:26]2[CH:31]=[CH:30][CH:29]=[CH:28][C:27]=2[C:32]([F:35])([F:34])[F:33])[C:16]2[CH:21]=[CH:20][CH:19]=[CH:18][C:17]=2[C:22]([F:25])([F:24])[F:23])=CC=1)([O-])=O.[N:37]1[CH:42]=[CH:41][CH:40]=[C:39]([CH2:43][CH2:44][CH2:45][CH2:46][NH2:47])[CH:38]=1>O1CCCC1.ClCCl>[F:23][C:22]([F:25])([F:24])[C:17]1[CH:18]=[CH:19][CH:20]=[CH:21][C:16]=1[C:15]([C:26]1[CH:31]=[CH:30][CH:29]=[CH:28][C:27]=1[C:32]([F:34])([F:35])[F:33])=[CH:14]/[CH:13]=[CH:12]/[C:11]([NH:47][CH2:46][CH2:45][CH2:44][CH2:43][C:39]1[CH:38]=[N:37][CH:42]=[CH:41][CH:40]=1)=[O:36]. Reported procedure: As in Example 134, a solution of (E)-5,5-bis[2-(trifluoromethyl)phenyl]-2,4-pentadienoic acid 4-nitrophenyl ester (1.45 g) and 3-pyridinebutanamine (0.44 g) in tetrahydrofuran (10 mL) was stirred for 1 hour at 25° C. and was worked up in the usual fashion. The crude product was passed through a column of silica gel (12 g) made up in dichloromethane and the amide was eluted with ethyl acetate. The material was crystalized from ethyl acetate-hexane to give 1.01 g of (E)-5,5-bis[2-(trifluoromethyl)...